This data is from the Open Reaction Database (ORD), a public repository of structured organic reaction records. The task is: describe an organic reaction: reactants, conditions, products, and yield Starting materials: diamines, diamines, diamines, CC(CN)CC(CCCCN)C (2,4-dimethyl-1,8-octanediamine), CC(CN)CC(CC(CN)C)C (2,4,6-trimethyl-1,7-heptanediamine), CC(CCCCN)CCCCN (5-methyl-1,9-nonanediamine), dinitriles, diamine. The product is C=C(CCCC#N)CCCC#N (5-methylenenonanedinitrile), CC(=CCCC#N)CCCC#N (5-methyl-4-nonenedinitrile), CC(CCCCN)CCCCN (5-methyl-1,9-nonanediamine). RXN SMILES: [CH3:1][CH:2]([CH2:8][CH2:9][CH2:10][CH2:11][NH2:12])[CH2:3][CH2:4][CH2:5][CH2:6][NH2:7].CC(CC(C)CCCCN)CN.CC(CC(C)CC(C)CN)CN>>[CH2:1]=[C:2]([CH2:3][CH2:4][CH2:5][C:6]#[N:7])[CH2:8][CH2:9][CH2:10][C:11]#[N:12].[CH3:1][C:2]([CH2:3][CH2:4][CH2:5][C:6]#[N:7])=[CH:8][CH2:9][CH2:10][C:11]#[N:12].[CH3:1][CH:2]([CH2:3][CH2:4][CH2:5][CH2:6][NH2:7])[CH2:8][CH2:9][CH2:10][CH2:11][NH2:12]. Procedure: Although the diadduct contained 7 dinitriles and the product of the first stage reduction contained 7 diamines (not including N-methylated C10 diamines), samples A, B, and C of the product of the second stage reduction contained only the 3 saturated diamine isomers 5-methyl-1,9-nonanediamine, 2,4-dimethyl-1,8-octanediamine, and 2,4,6-trimethyl-1,7-heptanediamine (again excluding the traces of N-methylated C10 diamines). This results from the conversion of both 5-methylenenonanedinitrile and 5-me... Reactants: [Al+3], COC(C)(C)C, [H-], [H-], [H-], [H-], [Li+], CC1(C)OCC(C(CI)N=[N+]=[N-])O1. Yields the product CC1(C)OCC(C2CN2)O1. Reaction SMILES: [Al+3:15].[C:20]([O:21][CH3:22])([CH3:23])([CH3:24])[CH3:25].[H-:14].[H-:17].[H-:18].[H-:19].[Li+:16].[N:1](=[N+:3]=[N-:6])[CH:4]([CH2:5][I:2])[CH:7]1[O:8][C:9]([CH3:12])([CH3:13])[O:10][CH2:11]1>>[NH:1]1[CH:4]([CH:7]2[O:8][C:9]([CH3:12])([CH3:13])[O:10][CH2:11]2)[CH2:5]1. Yields the product CC(C)[Si](OCCOc1cc(F)ccc1F)(C(C)C)C(C)C. As a reaction SMILES: [C:10](=[O:11])([O-:12])[O-:13].[CH3:30][C:31](=[O:32])[CH3:33].[F:1][c:2]1[c:3]([OH:9])[cH:4][c:5]([F:8])[cH:6][cH:7]1.[I:16][CH2:17][CH2:18][O:19][Si:20]([CH:21]([CH3:22])[CH3:23])([CH:24]([CH3:25])[CH3:26])[CH:27]([CH3:28])[CH3:29].[K+:14].[K+:15]>>[F:1][c:2]1[c:3]([O:9][CH2:17][CH2:18][O:19][Si:20]([CH:21]([CH3:22])[CH3:23])([CH:24]([CH3:25])[CH3:26])[CH:27]([CH3:28])[CH3:29])[cH:4][c:5]([F:8])[cH:6][cH:7]1. Starting materials: O=C([O-])[O-], CC(C)=O, Oc1cc(F)ccc1F, CC(C)[Si](OCCI)(C(C)C)C(C)C, [K+], [K+]. Starting materials: ice water, FC1=CC2=C(C(=NO2)CC(=O)OC)C=C1 (Methyl 6-fluoro-1,2-benzisoxazole-3-acetate), [N+](=O)(O)[O-] (nitric acid), ether petroleum ether. Run at temperature 0 celsius, time 30 minute. Yields the product FC1=CC2=C(C(=NO2)CC(=O)OC)C=C1[N+](=O)[O-] (Methyl 6-fluoro-5-nitro-1,2-benzisoxazole-3-acetate). As a reaction SMILES: [F:1][C:2]1[CH:15]=[CH:14][C:5]2[C:6]([CH2:9][C:10]([O:12][CH3:13])=[O:11])=[N:7][O:8][C:4]=2[CH:3]=1.[N+:16]([O-])([OH:18])=[O:17]>>[F:1][C:2]1[C:15]([N+:16]([O-:18])=[O:17])=[CH:14][C:5]2[C:6]([CH2:9][C:10]([O:12][CH3:13])=[O:11])=[N:7][O:8][C:4]=2[CH:3]=1. Procedure details: Methyl 6-fluoro-1,2-benzisoxazole-3-acetate (6.0 g, 28.7 mmol) is added portionwise to nitric acid (90%, 60 mL) at 0° C. The reaction mixture is stirred at 0° C. for 30 minutes and poured into an ice/water mixture. The aqueous mixture is extracted with methylene chloride. The organic extracts are combined, washed sequentially with water, saturated sodium hydrogen carbonate solution and brine, dried over anhydrous magnesium sulfate and concentrated in vacuo to obtain a yellow oil. Flash column ch... Reactants: C(CC)N=C(NC1=NC(=NC=C1)S(=O)C)N (4-(2-Propylguanidino)-2-methylsulphinylpyrimidine), [H-].[Na+] (sodium hydride), C(CCO)O (1,3-propanediol). Run in O (water). Reaction conditions: time 1 hour. The product is C(CC)N=C(NC1=NC(=NC=C1)OCCCO)N (4-(2-propylguanidino)-2-(3-hydroxypropoxy)pyrimidine). Yield: 25.0%. Reaction SMILES: [CH2:1]([N:4]=[C:5]([NH2:16])[NH:6][C:7]1[CH:12]=[CH:11][N:10]=[C:9](S(C)=O)[N:8]=1)[CH2:2][CH3:3].[H-].[Na+].[CH2:19]([OH:23])[CH2:20][CH2:21][OH:22]>O>[CH2:1]([N:4]=[C:5]([NH2:16])[NH:6][C:7]1[CH:12]=[CH:11][N:10]=[C:9]([O:22][CH2:21][CH2:20][CH2:19][OH:23])[N:8]=1)[CH2:2][CH3:3] |f:1.2|. Procedure: 4-(2-Propylguanidino)-2-methylsulphinylpyrimidine (200 mg.) was added to a solution of sodium hydride (72 mg.) in 1,3-propanediol (2 ml.) and the mixture stirred at ambient temperature for 1 hour. The mixture was diluted with water and extracted with EtOAc (3×10 ml.). The extract was dried (MgSO4) and evaporated to give a gum which crystallised on standing. Recrystallisation from EtOAc gave 4-(2-propylguanidino)-2-(3-hydroxypropoxy)pyrimidine, m.p. 183°-184° (yield 25%).